From a dataset of the Open Reaction Database (ORD), a public repository of structured organic reaction records. describe an organic reaction: reactants, conditions, products, and yield Starting materials: C=1C=CC2=C(C1)N=NN2O (HOBt), C1CCC(CC1)N=C=NC2CCCCC2 (DCCI), N([C@@H](CC1=CC=CC=C1)C(=O)N[C@@H](CC1=CNC=N1)C(=O)O)C(=O)OCC1=CC=CC=C1 (Z-Phe-His-OH), N[C@@H](CC(C)C)C(=O)N[C@@H](C(C)C)C(=O)N[C@@H]([C@@H](C)CC)C(=O)O.C(N)(=O)C(C(N)=O)[NH-] (H-Leu-Val-Ile dicarbamoylmethyl amide). Yields the product N([C@@H](CC1=CC=CC=C1)C(=O)N[C@@H](CC1=CNC=N1)C(=O)N[C@@H](CC(C)C)C(=O)N[C@@H](C(C)C)C(=O)N[C@@H]([C@@H](C)CC)C(=O)O)C(=O)OCC1=CC=CC=C1.C(N)(=O)C(C(N)=O)[NH-] (Z-Phe-His-Leu-Val-Ile dicarbamoylmethyl amide), B9. RXN SMILES: [NH:1]([C:23]([O:25][CH2:26][C:27]1[CH:32]=[CH:31][CH:30]=[CH:29][CH:28]=1)=[O:24])[C@H:2]([C:10]([NH:12][C@H:13]([C:20](O)=[O:21])[CH2:14][C:15]1[N:19]=[CH:18][NH:17][CH:16]=1)=[O:11])[CH2:3][C:4]1[CH:9]=[CH:8][CH:7]=[CH:6][CH:5]=1.[NH2:33][C@H:34]([C:39]([NH:41][C@H:42]([C:46]([NH:48][C@H:49]([C:54]([OH:56])=[O:55])[C@H:50]([CH2:52][CH3:53])[CH3:51])=[O:47])[CH:43]([CH3:45])[CH3:44])=[O:40])[CH2:35][CH:36]([CH3:38])[CH3:37].[C:57]([CH:60]([NH-:64])[C:61](=[O:63])[NH2:62])(=[O:59])[NH2:58].C1C=CC2N(O)N=NC=2C=1.C1CCC(N=C=NC2CCCCC2)CC1>>[NH:1]([C:23]([O:25][CH2:26][C:27]1[CH:32]=[CH:31][CH:30]=[CH:29][CH:28]=1)=[O:24])[C@H:2]([C:10]([NH:12][C@H:13]([C:20]([NH:33][C@H:34]([C:39]([NH:41][C@H:42]([C:46]([NH:48][C@H:49]([C:54]([OH:56])=[O:55])[C@H:50]([CH2:52][CH3:53])[CH3:51])=[O:47])[CH:43]([CH3:44])[CH3:45])=[O:40])[CH2:35][CH:36]([CH3:37])[CH3:38])=[O:21])[CH2:14][C:15]1[N:19]=[CH:18][NH:17][CH:16]=1)=[O:11])[CH2:3][C:4]1[CH:9]=[CH:8][CH:7]=[CH:6][CH:5]=1.[C:57]([CH:60]([NH-:64])[C:61](=[O:63])[NH2:62])(=[O:59])[NH2:58] |f:1.2,5.6|. Procedure: In a manner analogous to that described in Example 1, using as starting materials 82 mg of Z-Phe-His-OH, 64 mg of H-Leu-Val-Ile-dicarbamoylmethyl amide, 29 mg of HOBt and 45 mg of DCCI, the title compound is obtained after flash chromatography (65 g of silica gel 60, 40-63 μm, eluant system B9). Rf (B9)=0.37, Rf (B11)=0.46.